From a dataset of the Open Reaction Database (ORD), a public repository of structured organic reaction records. describe an organic reaction: reactants, conditions, products, and yield Reactants: CCOC(=O)Cc1ccc(CN2CCOCC2)cn1, CC(C)(C)[O-], Cc1ccccc1, [Cl-], N#Cc1ccc([N+](=O)[O-])c(F)c1, [Li+], [NH4+], C1CCOC1. The product is CCOC(=O)C(c1ccc(CN2CCOCC2)cn1)c1cc(C#N)ccc1[N+](=O)[O-]. Reaction SMILES: [CH2:1]([CH3:2])[O:3][C:4]([CH2:5][c:6]1[n:7][cH:8][c:9]([CH2:12][N:13]2[CH2:14][CH2:15][O:16][CH2:17][CH2:18]2)[cH:10][cH:11]1)=[O:19].[CH3:32][C:33]([CH3:34])([O-:35])[CH3:36].[CH3:40][c:41]1[cH:42][cH:43][cH:44][cH:45][cH:46]1.[Cl-:38].[F:20][c:21]1[cH:22][c:23]([C:24]#[N:25])[cH:26][cH:27][c:28]1[N+:29](=[O:30])[O-:31].[Li+:37].[NH4+:39].[O:47]1[CH2:48][CH2:49][CH2:50][CH2:51]1>>[CH2:1]([CH3:2])[O:3][C:4]([CH:5]([c:6]1[n:7][cH:8][c:9]([CH2:12][N:13]2[CH2:14][CH2:15][O:16][CH2:17][CH2:18]2)[cH:10][cH:11]1)[c:21]1[cH:22][c:23]([C:24]#[N:25])[cH:26][cH:27][c:28]1[N+:29](=[O:30])[O-:31])=[O:19]. The reactants are Cc1onc(-c2ccccc2)c1C=C(Br)Br, C1CCOC1, CC(C)[Mg+], [Cl-], [Cl-], [NH4+]. As a reaction SMILES: [Br:1][C:2](=[CH:3][c:4]1[c:5](-[c:10]2[cH:11][cH:12][cH:13][cH:14][cH:15]2)[n:6][o:7][c:8]1[CH3:9])[Br:16].[CH2:24]1[O:25][CH2:26][CH2:27][CH2:28]1.[CH:18]([Mg+:19])([CH3:20])[CH3:21].[Cl-:17].[Cl-:22].[NH4+:23]>>[CH:2]#[C:3][c:4]1[c:5](-[c:10]2[cH:11][cH:12][cH:13][cH:14][cH:15]2)[n:6][o:7][c:8]1[CH3:9]. The product is C#Cc1c(-c2ccccc2)noc1C. Reactants: CNc1ncnc2[nH]cnc12, CS(C)=O, CCCCCC, O=[N+]([O-])c1ccc(F)cc1, [H-], [Na+], O. The product is CNc1ncnc2c1ncn2-c1ccc([N+](=O)[O-])cc1. Reaction SMILES: [CH3:1][NH:2][c:3]1[c:4]2[n:5][cH:6][nH:7][c:8]2[n:9][cH:10][n:11]1.[CH3:24][S:25](=[O:26])[CH3:27].[CH3:28][CH2:29][CH2:30][CH2:31][CH2:32][CH3:33].[F:14][c:15]1[cH:16][cH:17][c:18]([N+:21](=[O:22])[O-:23])[cH:19][cH:20]1.[H-:12].[Na+:13].[OH2:34]>>[CH3:1][NH:2][c:3]1[c:4]2[n:5][cH:6][n:7](-[c:15]3[cH:16][cH:17][c:18]([N+:21](=[O:22])[O-:23])[cH:19][cH:20]3)[c:8]2[n:9][cH:10][n:11]1. The reactants are [BH4-], CC(C(=O)c1ccc(OCc2ccccc2)cc1)N1CCC(O)(c2ccccc2)CC1, CCO, [Li+], O. Yields the product CC(C(O)c1ccc(OCc2ccccc2)cc1)N1CCC(O)(c2ccccc2)CC1. As a reaction SMILES: [BH4-:32].[CH2:1]([c:2]1[cH:3][cH:4][cH:5][cH:6][cH:7]1)[O:8][c:9]1[cH:10][cH:11][c:12]([C:15]([CH:16]([CH3:17])[N:18]2[CH2:19][CH2:20][C:21]([c:24]3[cH:25][cH:26][cH:27][cH:28][cH:29]3)([OH:30])[CH2:22][CH2:23]2)=[O:31])[cH:13][cH:14]1.[CH3:35][CH2:36][OH:37].[Li+:33].[OH2:34]>>[CH2:1]([c:2]1[cH:3][cH:4][cH:5][cH:6][cH:7]1)[O:8][c:9]1[cH:10][cH:11][c:12]([CH:15]([CH:16]([CH3:17])[N:18]2[CH2:19][CH2:20][C:21]([c:24]3[cH:25][cH:26][cH:27][cH:28][cH:29]3)([OH:30])[CH2:22][CH2:23]2)[OH:31])[cH:13][cH:14]1. Reactants: Br (hydrobromic acid), solution, C1(CCCCC1)N1N=C(C2=CC=C(C=C12)F)CC (1-Cyclohexyl-3-ethyl-6-fluoro-1H-indazole). Run in C(C)(=O)O (acetic acid), C1(=CC=CC=C1)C (toluene). Conditions: time 30 minute. Yields the product Br.C1(CCCCC1)N1N=C(C2=CC=C(C=C12)F)CC (1-cyclohexyl-3-ethyl-6-fluoro-1H-indazole hydrobromide). Isolated yield 55.0%. Reaction SMILES: [CH:1]1([N:7]2[C:15]3[C:10](=[CH:11][CH:12]=[C:13]([F:16])[CH:14]=3)[C:9]([CH2:17][CH3:18])=[N:8]2)[CH2:6][CH2:5][CH2:4][CH2:3][CH2:2]1.[BrH:19]>C1(C)C=CC=CC=1.C(O)(=O)C>[BrH:19].[CH:1]1([N:7]2[C:15]3[C:10](=[CH:11][CH:12]=[C:13]([F:16])[CH:14]=3)[C:9]([CH2:17][CH3:18])=[N:8]2)[CH2:2][CH2:3][CH2:4][CH2:5][CH2:6]1 |f:4.5|. Procedure: 1-Cyclohexyl-3-ethyl-6-fluoro-1H-indazole (2.00 g, 8.12 mmol) was dissolved in toluene (20 mL) and to the solution was added hydrobromic acid (1.62 mL of a 30% solution in acetic acid). The solution was stirred at room temperature 30 minutes and concentrated to low volume. Ethyl acetate (10 mL) was added, the solids were filtered and washed with additional ethyl acetate (10 mL) to provide 1-cyclohexyl-3-ethyl-6-fluoro-1H-indazole hydrobromide (1.46 g, 55% yield) as an orange solid. 1H NMR (400 M...